This data is from the Open Reaction Database (ORD), a public repository of structured organic reaction records. The task is: describe an organic reaction: reactants, conditions, products, and yield Reactants: O=C([O-])O, CC(C)=O, NC1C(=O)N2C(C(=O)O)=C(c3cnc(-c4ccccc4)s3)CSC12, [Na+], O, O=C(Cl)Cc1cccs1. Yields the product O=C(Cc1cccs1)NC1C(=O)N2C(C(=O)O)=C(c3cnc(-c4ccccc4)s3)CSC12. As a reaction SMILES: [C:26](=[O:27])([OH:28])[O-:29].[CH3:40][C:41](=[O:42])[CH3:43].[NH2:1][CH:2]1[CH:3]2[S:4][CH2:5][C:6]([c:14]3[cH:15][n:16][c:17](-[c:19]4[cH:20][cH:21][cH:22][cH:23][cH:24]4)[s:18]3)=[C:7]([C:11](=[O:12])[OH:13])[N:8]2[C:9]1=[O:10].[Na+:30].[OH2:25].[s:31]1[c:32]([CH2:36][C:37](=[O:38])[Cl:39])[cH:33][cH:34][cH:35]1>>[NH:1]([CH:2]1[CH:3]2[S:4][CH2:5][C:6]([c:14]3[cH:15][n:16][c:17](-[c:19]4[cH:20][cH:21][cH:22][cH:23][cH:24]4)[s:18]3)=[C:7]([C:11](=[O:12])[OH:13])[N:8]2[C:9]1=[O:10])[C:37]([CH2:36][c:32]1[s:31][cH:35][cH:34][cH:33]1)=[O:38].